From a dataset of the Open Reaction Database (ORD), a public repository of structured organic reaction records. describe an organic reaction: reactants, conditions, products, and yield The reactants are C(C)(C)OC(C)C (diisopropyl ether), N1C(C2C=3C(=CC=CC13)CCC2)=O ((RS)-2a,3,4,5-tetrahydro-1H-benz[cd]indol-2-one), BrC(CC(=O)OCC)C (ethyl 3-bromobutyrate), [H-].[Na+] (sodium hydride). Solvent: O (water), C(C)(=O)OCC (Ethyl acetate), CN(C)C=O (N,N,-dimethylformamide). Conditions: time 1 hour. Product: C(C)OC(=O)CCCC12C(NC=3C=CC=C(C13)CCC2)=O ((RS)-2a-(3-ethoxycarbonylpropyl)-2a,3,4,5-tetrahydro-1H-benz[cd]indol-2-one). Yield: 56.0%. As a reaction SMILES: [NH:1]1[C:9]2[CH:8]=[CH:7][CH:6]=[C:5]3[CH2:10][CH2:11][CH2:12][CH:3]([C:4]=23)[C:2]1=[O:13].[H-].[Na+].Br[CH:17]([CH3:24])[CH2:18][C:19]([O:21][CH2:22][CH3:23])=[O:20].C(OC(C)C)(C)C>CN(C=O)C.O.C(OCC)(=O)C>[CH2:22]([O:21][C:19]([CH2:18][CH2:17][CH2:24][C:3]12[CH2:12][CH2:11][CH2:10][C:5]3[C:4]1=[C:9]([CH:8]=[CH:7][CH:6]=3)[NH:1][C:2]2=[O:13])=[O:20])[CH3:23] |f:1.2|. Reported procedure: (RS)-2a,3,4,5-tetrahydro-1H-benz[cd]indol-2-one (8.65 g, 50 mmol) was dissolved in anhydrous N,N,-dimethylformamide (70 ml). Then, 60% sodium hydride (2.0 g, 50 mmol) was added thereto and the resulting mixture was stirred at room temperature for 1 hour. Successively the reaction mixture obtained was cooled to −20° C., and ethyl 3-bromobutyrate (7.15 ml, 50 mmol) was added thereto. The resulting mixture was stirred at room temperature for further 18 hours. Ethyl acetate and water were added ther... Reactants: 17, FC1=CC=C(C=C1)C(=O)C1=CC2=C(N(N=N2)C(C)C)C=C1 ((4-fluorophenyl) [1-(1-methylethyl)-1H-benzotriazol-5-yl]methanone), [BH4-].[Na+] (sodium tetrahydroborate). The solvent is C(C)O (ethanol). Run at time 1 hour. Yields the product 10.7, FC1=CC=C(C=C1)C(O)C1=CC2=C(N(N=N2)C(C)C)C=C1 (α-(4-fluorophenyl)-1-(1-methylethyl)-1H-benzotriazole-5-methanol). Yield: 62.5%. Reaction SMILES: [F:1][C:2]1[CH:7]=[CH:6][C:5]([C:8]([C:10]2[CH:21]=[CH:20][C:13]3[N:14]([CH:17]([CH3:19])[CH3:18])[N:15]=[N:16][C:12]=3[CH:11]=2)=[O:9])=[CH:4][CH:3]=1.[BH4-].[Na+]>C(O)C>[F:1][C:2]1[CH:3]=[CH:4][C:5]([CH:8]([C:10]2[CH:21]=[CH:20][C:13]3[N:14]([CH:17]([CH3:18])[CH3:19])[N:15]=[N:16][C:12]=3[CH:11]=2)[OH:9])=[CH:6][CH:7]=1 |f:1.2|. Procedure details: To a stirred solution of 17 parts of (4-fluorophenyl) [1-(1-methylethyl)-1H-benzotriazol-5-yl]methanone in 80 parts of ethanol were added 3.4 parts of sodium tetrahydroborate. After stirring for 1 hour at room temperature, the reaction mixture was neutralized to pH 7. The reaction mixture was concentrated and the product was extracted with ethyl acetate. The extract was dried, filtered and evaporated. The residue was purified by column chromatography over silica gel using a mixture of dichlorome... Reactants: C(=O)(O)[O-].[Na+] (NaHCO3), [O-]S(=O)[O-].[Na+].[Na+] (Na2SO3), S1C=NC2=C1C=C(C=C2)S(=O)(=O)Cl (1,3-benzothiazol-6-sulfonyl chloride). Run in O (water). Reaction conditions: temperature 80 celsius. Product: [Na+].S1C=NC2=C1C=C(C=C2)S(=O)[O-] (1,3-benzothiazol-6-sulfinic acid sodium salt). As a reaction SMILES: C([O-])(O)=O.[Na+:5].[O-]S([O-])=O.[Na+].[Na+].[S:12]1[C:16]2[CH:17]=[C:18]([S:21](Cl)(=[O:23])=[O:22])[CH:19]=[CH:20][C:15]=2[N:14]=[CH:13]1>O>[Na+:5].[S:12]1[C:16]2[CH:17]=[C:18]([S:21]([O-:23])=[O:22])[CH:19]=[CH:20][C:15]=2[N:14]=[CH:13]1 |f:0.1,2.3.4,7.8|. Procedure details: To a solution of 0.72 g (8.56 mmol) of NaHCO3 and 1.08 g (8.56 mmol) of Na2SO3 (4.6 mmol) in water (4.5 mL) are added 1 g (4.28 mmol) of 1,3-benzothiazol-6-sulfonyl chloride. The reaction is heated at 80° C. for 2 h. The solvent is removed under reduced pressure. The filtrate is concentrated under reduced pressure to give 1,3-benzothiazol-6-sulfinic acid sodium salt. The reactants are CC1(O[C@@H]2[C@H](O1)C(=C[C@H]2C=C)COC(C2=CC=CC=C2)(C2=CC=CC=C2)C2=CC=CC=C2)C ((3aS,4R,6aR)-2,2-dimethyl-6-(trityloxymethyl)-4-vinyl-4,6a-dihydro-3aH-cyclopenta[d][1,3]dioxole), CC(=O)C (acetone). Run in CC1(OO1)C (DMDO). Reaction conditions: temperature 0 celsius, time 4 hour. Yields the product CC1(O[C@@H]2[C@H](O1)C(=C[C@H]2[C@@H]2OC2)COC(C2=CC=CC=C2)(C2=CC=CC=C2)C2=CC=CC=C2)C ((3aS,4S,6aR)-2,2-dimethyl-4-((S)-oxiran-2-yl)-6-(trityloxymethyl)-4,6a-dihydro-3aH-cyclopenta[d][1,3]dioxole). As a reaction SMILES: [CH3:1][C:2]1([CH3:33])[O:6][C@@H:5]2[C:7]([CH2:12][O:13][C:14]([C:27]3[CH:32]=[CH:31][CH:30]=[CH:29][CH:28]=3)([C:21]3[CH:26]=[CH:25][CH:24]=[CH:23][CH:22]=3)[C:15]3[CH:20]=[CH:19][CH:18]=[CH:17][CH:16]=3)=[CH:8][C@@H:9]([CH:10]=[CH2:11])[C@@H:4]2[O:3]1.CC(C)=[O:36]>CC1(C)OO1>[CH3:1][C:2]1([CH3:33])[O:6][C@@H:5]2[C:7]([CH2:12][O:13][C:14]([C:27]3[CH:32]=[CH:31][CH:30]=[CH:29][CH:28]=3)([C:15]3[CH:16]=[CH:17][CH:18]=[CH:19][CH:20]=3)[C:21]3[CH:22]=[CH:23][CH:24]=[CH:25][CH:26]=3)=[CH:8][C@@H:9]([C@H:10]3[CH2:11][O:36]3)[C@@H:4]2[O:3]1. Reported procedure: (3aS,4R,6aR)-2,2-dimethyl-6-(trityl oxymethyl)-4-vinyl-4,6a-dihydro-3aH-cyclopenta[d][1,3]dioxole (1-3) (1.4 g, 3.19 mmol, 1.0 equiv) was dissolved in a freshly prepared solution of DMDO (dimethyl dioxirane) in acetone (37.7 mL, 0.076 M, 0.9 equiv). The resulting mixture was stirred at 0° C. for 4 hours, then concentrated and purified via flash chromatography on silica gel column (ethyl acetate/hexanes) to yield (3aS,4S,6aR)-2,2-dimethyl-4-((S)-oxiran-2-yl)-6-(trityloxymethyl)-4,6a-dihydro-3aH-c... The reactants are C(C)(=O)OCC (ethyl acetate), IC=1C=C(C(=O)OC)C=CC1 (methyl 3-iodobenzoate), [N+](=O)([O-])C=1C=C(C=CC1)O (3-nitrophenol), C(=O)([O-])[O-].[K+].[K+] (K2CO3). The reagents and catalysts are [Cu] (Copper). The solvent is O (water), N1=CC=CC=C1 (pyridine). Conditions: time 22 hour. Product: C(=O)(OC)C=1C=C(C=CC1)OC=1C=C(C=CC1)[N+](=O)[O-] (3-[(3-carbomethoxyphenyl)oxy]nitrobenzene). As a reaction SMILES: I[C:2]1[CH:3]=[C:4]([CH:9]=[CH:10][CH:11]=1)[C:5]([O:7][CH3:8])=[O:6].[N+:12]([C:15]1[CH:16]=[C:17]([OH:21])[CH:18]=[CH:19][CH:20]=1)([O-:14])=[O:13].C([O-])([O-])=O.[K+].[K+].C(OCC)(=O)C>N1C=CC=CC=1.[Cu].O>[C:5]([C:4]1[CH:3]=[C:2]([O:21][C:17]2[CH:16]=[C:15]([N+:12]([O-:14])=[O:13])[CH:20]=[CH:19][CH:18]=2)[CH:11]=[CH:10][CH:9]=1)([O:7][CH3:8])=[O:6] |f:2.3.4|. Reported procedure: A solution of methyl 3-iodobenzoate (2.54 g), 3-nitrophenol (1.48 g), and K2CO3 (3.97 g) in 60 mL of pyridine was warmed to 100° C. under nitrogen atmosphere. Copper powder (1.84 g) was added, and the reaction mixture was heated to reflux. After 22 h, The reaction was cooled to room temperature and poured into ethyl acetate and water. The organic layer was washed twice with 10% aq. HCl solution, then with sat. aq. NaHCO3 solution, then with brine. The solution was dried (Na2 SO4), filtered, and ...